Dataset: the Open Reaction Database (ORD), a public repository of structured organic reaction records. Task: describe an organic reaction: reactants, conditions, products, and yield Starting materials: C(C1=CC=CC=C1)OC1=CC=C(C2=C1NC(CO2)=O)C(C(O)O)=O (5-benzyloxy-8-(2,2-dihydroxy-acetyl)-4H-benzo[1,4]oxazin-3-one), CC1=C(CC2(CC2)N)C(=CC(=C1)C)C (1-(2,4,6-trimethyl-benzyl)-cyclopropylamine), FC(C(=O)[O-])(F)F (trifluoroacetate). The product is OC1=CC=C(C2=C1NC(CO2)=O)C(CNC2(CC2)CC2=C(C=C(C=C2C)C)C)O (5-hydroxy-8-{1-hydroxy-2-[1-(2,4,6-trimethyl-benzyl)-cyclopropylamino]-ethyl}-4H-benzo[1,4]oxazin-3-one). As a reaction SMILES: C([O:8][C:9]1[C:14]2[NH:15][C:16](=[O:19])[CH2:17][O:18][C:13]=2[C:12]([C:20](=[O:24])[CH:21](O)O)=[CH:11][CH:10]=1)C1C=CC=CC=1.[CH3:25][C:26]1[CH:36]=[C:35]([CH3:37])[CH:34]=[C:33]([CH3:38])[C:27]=1[CH2:28][C:29]1([NH2:32])[CH2:31][CH2:30]1.FC(F)(F)C([O-])=O>>[OH:8][C:9]1[C:14]2[NH:15][C:16](=[O:19])[CH2:17][O:18][C:13]=2[C:12]([CH:20]([OH:24])[CH2:21][NH:32][C:29]2([CH2:28][C:27]3[C:33]([CH3:38])=[CH:34][C:35]([CH3:37])=[CH:36][C:26]=3[CH3:25])[CH2:31][CH2:30]2)=[CH:11][CH:10]=1. Procedure details: Prepared according to general method 3 from 329 mg (1 mmol) 5-benzyloxy-8-(2,2-dihydroxy-acetyl)-4H-benzo[1,4]oxazin-3-one and 189 mg (1 mmol) 1-(2,4,6-trimethyl-benzyl)-cyclopropylamine. Yield: 26 mg (5%, trifluoroacetate); mass spectroscopy: [M+H]+=397. Starting materials: COCCCOc1ccnc(CSc2nc3ccccc3[nH]2)c1C, ClCCl, [Na+], [OH-], O. The product is COCCCOc1ccnc(CS(=O)c2nc3ccccc3[nH]2)c1C. As a reaction SMILES: [CH3:1][O:2][CH2:3][CH2:4][CH2:5][O:6][c:7]1[c:8]([CH3:24])[c:9]([CH2:13][S:14][c:15]2[n:16][c:17]3[c:18]([nH:19]2)[cH:20][cH:21][cH:22][cH:23]3)[n:10][cH:11][cH:12]1.[Cl:28][CH2:29][Cl:30].[Na+:26].[OH-:25].[OH2:27]>>[CH3:1][O:2][CH2:3][CH2:4][CH2:5][O:6][c:7]1[c:8]([CH3:24])[c:9]([CH2:13][S:14]([c:15]2[nH:16][c:17]3[c:18]([n:19]2)[cH:20][cH:21][cH:22][cH:23]3)=[O:25])[n:10][cH:11][cH:12]1. The reactants are C1(=CC=CC=C1)S(=O)(=O)C1=C(NC2=CC=C(C=C12)N)C(=O)N (3-phenylsulfonyl-5-aminoindole-2-carboxamide), CS(=O)(=O)Cl (methanesulfonyl chloride). The product is C1(=CC=CC=C1)S(=O)(=O)C1=C(NC2=CC=C(C=C12)NS(=O)(=O)C)C(=O)N (3-Phenylsulfonyl-5-methylsulfonylaminoindole-2-carboxamide). As a reaction SMILES: [C:1]1([S:7]([C:10]2[C:18]3[C:13](=[CH:14][CH:15]=[C:16]([NH2:19])[CH:17]=3)[NH:12][C:11]=2[C:20]([NH2:22])=[O:21])(=[O:9])=[O:8])[CH:6]=[CH:5][CH:4]=[CH:3][CH:2]=1.[CH3:23][S:24](Cl)(=[O:26])=[O:25]>>[C:1]1([S:7]([C:10]2[C:18]3[C:13](=[CH:14][CH:15]=[C:16]([NH:19][S:24]([CH3:23])(=[O:26])=[O:25])[CH:17]=3)[NH:12][C:11]=2[C:20]([NH2:22])=[O:21])(=[O:8])=[O:9])[CH:2]=[CH:3][CH:4]=[CH:5][CH:6]=1. Procedure details: Reaction of 3-phenylsulfonyl-5-aminoindole-2-carboxamide with methanesulfonyl chloride under the conditions of Example 47 provides the title compound. The reactants are COC1(c2ccc(C)cc2)CCC(=O)CC1, CCO, Cl, [K+], NO, [OH-]. Product: COC1(c2ccc(C)cc2)CCC(=NO)CC1. Reaction SMILES: [CH3:1][O:2][C:3]1([c:10]2[cH:11][cH:12][c:13]([CH3:16])[cH:14][cH:15]2)[CH2:4][CH2:5][C:6](=[O:9])[CH2:7][CH2:8]1.[CH3:22][CH2:23][OH:24].[ClH:17].[K+:21].[NH2:18][OH:19].[OH-:20]>>[CH3:1][O:2][C:3]1([c:10]2[cH:11][cH:12][c:13]([CH3:16])[cH:14][cH:15]2)[CH2:4][CH2:5][C:6](=[N:18][OH:19])[CH2:7][CH2:8]1.